This data is from the Open Reaction Database (ORD), a public repository of structured organic reaction records. The task is: describe an organic reaction: reactants, conditions, products, and yield Starting materials: CC1(C)OB(C2=CCCCC2)OC1(C)C, CS(=O)(=O)c1ccc(I)c(C(=O)O)c1, [K+], C1COCCO1, [OH-], O. The product is CS(=O)(=O)c1ccc(C2=CCCCC2)c(C(=O)O)c1. Reaction SMILES: [C:1]1([B:7]2[O:8][C:9]([CH3:10])([CH3:11])[C:12]([CH3:13])([CH3:14])[O:15]2)=[CH:2][CH2:3][CH2:4][CH2:5][CH2:6]1.[I:16][c:17]1[c:18]([C:19](=[O:20])[OH:21])[cH:22][c:23]([S:26](=[O:27])(=[O:28])[CH3:29])[cH:24][cH:25]1.[K+:31].[O:32]1[CH2:33][CH2:34][O:35][CH2:36][CH2:37]1.[OH-:30].[OH2:38]>>[C:1]1([c:17]2[c:18]([C:19](=[O:20])[OH:21])[cH:22][c:23]([S:26](=[O:27])(=[O:28])[CH3:29])[cH:24][cH:25]2)=[CH:2][CH2:3][CH2:4][CH2:5][CH2:6]1. The reactants are C(C)(C)(C)OC(NCC=1C=C2C(N(C(=NC2=CC1)C)C1C(NC(CC1)=O)=O)=O)=O ([3-(2,6-dioxo-piperidin-3-yl)-2-methyl-4-oxo-3,4-dihydro-quinazolin-6-ylmethyl]-carbamic acid tert-butyl ester), Cl (HCl). Solvent: CO (methanol), C(Cl)Cl (methylene chloride), CCOCC (ether). Reaction conditions: time 8 hour. Product: Cl.NCC=1C=C2C(N(C(=NC2=CC1)C)C1C(NC(CC1)=O)=O)=O (3-(6-aminomethyl-2-methyl-4-oxo-4H-quinazolin-3-yl)-piperidine-2,6-dione hydrogen chloride). Reaction SMILES: C(OC(=O)[NH:7][CH2:8][C:9]1[CH:10]=[C:11]2[C:16](=[CH:17][CH:18]=1)[N:15]=[C:14]([CH3:19])[N:13]([CH:20]1[CH2:25][CH2:24][C:23](=[O:26])[NH:22][C:21]1=[O:27])[C:12]2=[O:28])(C)(C)C.[ClH:30]>CO.C(Cl)Cl.CCOCC>[ClH:30].[NH2:7][CH2:8][C:9]1[CH:10]=[C:11]2[C:16](=[CH:17][CH:18]=1)[N:15]=[C:14]([CH3:19])[N:13]([CH:20]1[CH2:25][CH2:24][C:23](=[O:26])[NH:22][C:21]1=[O:27])[C:12]2=[O:28] |f:5.6|. Procedure details: To a stirred brown solution of [3-(2,6-dioxo-piperidin-3-yl)-2-methyl-4-oxo-3,4-dihydro-quinazolin-6-ylmethyl]-carbamic acid tert-butyl ester (3.5 g, 8.7 mmol) in methanol (36 mL) and methylene chloride (36 mL), was added 2 M HCl in ether (102 mL), and the mixture was stirred overnight. The solvent was evaporated, and the residue was stirred in ether (100 mL) for 2 hours. The suspension was filtered to give 3-(6-aminomethyl-2-methyl-4-oxo-4H-quinazolin-3-yl)-piperidine-2,6-dione hydrogen chlorid... Reactants: CC(C)O, Clc1ncc(Cl)c(Cl)n1, N#CCOc1ccccc1N. Yields the product N#CCOc1ccccc1Nc1nc(Cl)ncc1Cl. RXN SMILES: [CH:21]([OH:22])([CH3:23])[CH3:24].[Cl:1][c:2]1[n:3][cH:4][c:5]([Cl:9])[c:6]([Cl:8])[n:7]1.[NH2:10][c:11]1[c:12]([O:13][CH2:14][C:15]#[N:16])[cH:17][cH:18][cH:19][cH:20]1>>[Cl:1][c:2]1[n:3][cH:4][c:5]([Cl:9])[c:6]([NH:10][c:11]2[c:12]([O:13][CH2:14][C:15]#[N:16])[cH:17][cH:18][cH:19][cH:20]2)[n:7]1. Reactants: ClC=1C=CC(=C(C1)C(CCC(=O)O)O)OCC(=O)N1[C@@H](CN([C@H](C1)C)CC1=CC=C(C=C1)F)C (4-(5-chloro-2-{2-[4-(4-fluoro-benzyl)-(2R,5S)-2,5-dimethyl-piperazin-1-yl]-2-oxo-ethoxy}-phenyl)-4-hydroxy-butyric acid), C1(=CC=C(C=C1)S(=O)(=O)O)C (p-toluene sulfonic acid). Solvent: C([O-])(O)=O.[Na+] (sodium bicarbonate), C1(=CC=CC=C1)C (toluene). The product is ClC=1C=CC(=C(C1)C1CCC(O1)=O)OCC(=O)N1[C@@H](CN([C@H](C1)C)CC1=CC=C(C=C1)F)C (5-(5-Chloro-2-{2-[4-(4-fluoro-benzyl)-(2R,5S)-2,5-dimethyl-piperazin-1-yl]-2-oxo-ethoxy}-phenyl)-dihydro-furan-2-one). Yield: 109.5%. RXN SMILES: [Cl:1][C:2]1[CH:3]=[CH:4][C:5]([O:15][CH2:16][C:17]([N:19]2[CH2:24][C@H:23]([CH3:25])[N:22]([CH2:26][C:27]3[CH:32]=[CH:31][C:30]([F:33])=[CH:29][CH:28]=3)[CH2:21][C@H:20]2[CH3:34])=[O:18])=[C:6]([CH:8]([OH:14])[CH2:9][CH2:10][C:11](O)=[O:12])[CH:7]=1.C1(C)C=CC(S(O)(=O)=O)=CC=1>C1(C)C=CC=CC=1.C(=O)(O)[O-].[Na+]>[Cl:1][C:2]1[CH:3]=[CH:4][C:5]([O:15][CH2:16][C:17]([N:19]2[CH2:24][C@H:23]([CH3:25])[N:22]([CH2:26][C:27]3[CH:32]=[CH:31][C:30]([F:33])=[CH:29][CH:28]=3)[CH2:21][C@H:20]2[CH3:34])=[O:18])=[C:6]([CH:8]2[O:14][C:11](=[O:12])[CH2:10][CH2:9]2)[CH:7]=1 |f:3.4|. Procedure: To a solution of 4-(5-chloro-2-{2-[4-(4-fluoro-benzyl)-(2R,5S)-2,5-dimethyl-piperazin-1-yl]-2-oxo-ethoxy}-phenyl)-4-hydroxy-butyric acid (0.050 g, 0.10 mmol) in toluene (5 mL) was added p-toluene sulfonic acid (0.040 g) and the reaction was stirred at reflux for 4 hours. The reaction was cooled, diluted with saturated aqueous sodium bicarbonate and extracted with ethyl acetate. The organic layer was dried over magnesium sulfate, filtered and concentrated in vacuo. Trituration in diethyl ether/he... Starting materials: CCO, Cl, O=C(O)Cn1cc(-c2ccnc3[nH]ccc23)c(-c2ccc([N+](=O)[O-])cc2)n1, O=C=Nc1ccccc1, [Sn]. The product is O=C(O)Cn1cc(-c2ccnc3[nH]ccc23)c(-c2ccc(NC(=O)Nc3ccccc3)cc2)n1. As a reaction SMILES: [CH3:39][CH2:40][OH:41].[ClH:29].[N+:1]([O-:2])(=[O:3])[c:4]1[cH:5][cH:6][c:7](-[c:10]2[n:11][n:12]([CH2:24][C:25](=[O:26])[OH:27])[cH:13][c:14]2-[c:15]2[c:16]3[c:17]([n:18][cH:19][cH:20]2)[nH:21][cH:22][cH:23]3)[cH:8][cH:9]1.[O:30]=[C:31]=[N:32][c:33]1[cH:34][cH:35][cH:36][cH:37][cH:38]1.[Sn:28]>>[NH:1]([c:4]1[cH:5][cH:6][c:7](-[c:10]2[n:11][n:12]([CH2:24][C:25](=[O:26])[OH:27])[cH:13][c:14]2-[c:15]2[c:16]3[c:17]([n:18][cH:19][cH:20]2)[nH:21][cH:22][cH:23]3)[cH:8][cH:9]1)[C:31](=[O:30])[NH:32][c:33]1[cH:34][cH:35][cH:36][cH:37][cH:38]1. Starting materials: BrC=1C=C(C=CC1)C=1N=C(SC1)CN1N=CC(=C1)C(=O)OCC (ethyl 1-{[4-(3-bromophenyl)-1,3-thiazol-2-yl]methyl}-1H-pyrazole-4-carboxylate), C1(=CC=CC=C1)/C=C/B(O)O ([(E)-2-phenylethenyl]boronic acid), C([O-])([O-])=O.[K+].[K+] (potassium carbonate), C(OC)COC (dimethoxyethane). The reagents and catalysts are C=1C=CC(=CC1)[P](C=2C=CC=CC2)(C=3C=CC=CC3)[Pd]([P](C=4C=CC=CC4)(C=5C=CC=CC5)C=6C=CC=CC6)([P](C=7C=CC=CC7)(C=8C=CC=CC8)C=9C=CC=CC9)[P](C=1C=CC=CC1)(C=1C=CC=CC1)C=1C=CC=CC1 (tetrakistriphenylphosphinepalladium). Run in O (water), O (water). Run at temperature 150 celsius, time 10 minute. The product is C1(=CC=CC=C1)C=1N=C(SC1)CN1N=CC(=C1)C(=O)OCC (ethyl 1-[(4-phenyl-1,3-thiazol-2-yl)methyl]-1H-pyrazole-4-carboxylate). Isolated yield 15.3%. Reaction SMILES: Br[C:2]1[CH:3]=[C:4]([C:8]2[N:9]=[C:10]([CH2:13][N:14]3[CH:18]=[C:17]([C:19]([O:21][CH2:22][CH3:23])=[O:20])[CH:16]=[N:15]3)[S:11][CH:12]=2)[CH:5]=[CH:6][CH:7]=1.C1(/C=C/B(O)O)C=CC=CC=1.C(=O)([O-])[O-].[K+].[K+].C(COC)OC>C1C=CC([P]([Pd]([P](C2C=CC=CC=2)(C2C=CC=CC=2)C2C=CC=CC=2)([P](C2C=CC=CC=2)(C2C=CC=CC=2)C2C=CC=CC=2)[P](C2C=CC=CC=2)(C2C=CC=CC=2)C2C=CC=CC=2)(C2C=CC=CC=2)C2C=CC=CC=2)=CC=1.O>[C:4]1([C:8]2[N:9]=[C:10]([CH2:13][N:14]3[CH:18]=[C:17]([C:19]([O:21][CH2:22][CH3:23])=[O:20])[CH:16]=[N:15]3)[S:11][CH:12]=2)[CH:5]=[CH:6][CH:7]=[CH:2][CH:3]=1 |f:2.3.4,^1:50,52,71,90|. Procedure: Under an argon atmosphere, a mixture of the compound (400 mg, 1.02 mmol) obtained in Example 27a, [(E)-2-phenylethenyl]boronic acid (200 mg, 1.33 mmol), tetrakistriphenylphosphinepalladium (118 mg, 0.10 mmol), potassium carbonate (282 mg, 2.04 mmol), dimethoxyethane (5 mL) and water (1 mL) was stirred under microwave conditions at 150° C. for 10 min. The mixture was allowed to cool to room temperature, water was added to the reaction mixture, and the mixture was extracted with ethyl acetate. The... Run at time 12 hour. Procedure details: Methanesulfonyl chloride (0.7 mL, 9.0 mmol) was added to a cooled solution of 4-(2-amino-ethyl)-piperazine-1-carboxylic acid tert-butyl ester (1.33 g, 5.8 mmol) in pyridine (25.0 mL). The reaction was stirred for 12 h and partitioned between partitioned between aqueous sodium bicarbonate and methylene chloride. The organic phase was washed with 1M hydrochloric acid, aqueous sodium bicarbonate, brine, dried over anhydrous magnesium sulfate and concentrated. Purification of the crude residue by fl... Solvent: N1=CC=CC=C1 (pyridine). Reaction SMILES: [CH3:1][S:2](Cl)(=[O:4])=[O:3].[C:6]([O:10][C:11]([N:13]1[CH2:18][CH2:17][N:16]([CH2:19][CH2:20][NH2:21])[CH2:15][CH2:14]1)=[O:12])([CH3:9])([CH3:8])[CH3:7]>N1C=CC=CC=1>[C:6]([O:10][C:11]([N:13]1[CH2:14][CH2:15][N:16]([CH2:19][CH2:20][NH:21][S:2]([CH3:1])(=[O:4])=[O:3])[CH2:17][CH2:18]1)=[O:12])([CH3:9])([CH3:8])[CH3:7]. Product: C(C)(C)(C)OC(=O)N1CCN(CC1)CCNS(=O)(=O)C (4-(2-methanesulfonylamino-ethyl)-piperazine-1-carboxylic acid tert-butyl ester). Starting materials: CS(=O)(=O)Cl (Methanesulfonyl chloride), C(C)(C)(C)OC(=O)N1CCN(CC1)CCN (4-(2-amino-ethyl)-piperazine-1-carboxylic acid tert-butyl ester). The yield is 39.3%.